Dataset: the Open Reaction Database (ORD), a public repository of structured organic reaction records. Task: describe an organic reaction: reactants, conditions, products, and yield Starting materials: C(C(=C)C)(=O)O (methacrylic acid), S1C=CC=C1 (thiophene). Solvent: O1CCCC1 (Tetrahydrofuran). Run at temperature 700 celsius, time 24 hour. Product: CC1(C2C=CC(C1)S2)C(=O)O (2-methyl-7-thiabicyclo[2.2.1]hept-5-ene-2-carboxylic acid), Formula 150. The yield is 50.0%. Reaction SMILES: [C:1]([OH:6])(=[O:5])[C:2]([CH3:4])=[CH2:3].[S:7]1[CH:11]=[CH:10][CH:9]=[CH:8]1>O1CCCC1>[CH3:3][C:2]1([C:1]([OH:6])=[O:5])[CH2:4][CH:8]2[S:7][CH:11]1[CH:10]=[CH:9]2. Reported procedure: Tetrahydrofuran solvent (500 g), methacrylic acid (1.2 mole) and thiophene (1.0 mole) are introduced into a 2-liter flask. After stirring at 700° C. for 24 hours, the solvent and excessive methacrylic acid are removed by using a rotary evaporator. The residue is distilled in vacuo to obtain pure 2-methyl-7-thiabicyclo[2.2.1]hept-5-ene-2-carboxylic acid of Chemical Formula 150 (yield: 50%).